From a dataset of the Open Reaction Database (ORD), a public repository of structured organic reaction records. describe an organic reaction: reactants, conditions, products, and yield Reactants: C(C1=CC=CC=C1)NC(=NC#N)NC1=CC=C(C=C1)[C@@H](CC1=CC=NC=C1)C1=CC(=C(C=C1)OC(F)F)OC(F)F ((R)-N-Benzyl-N'-{4-(1-[3,4-bis(difluoromethoxy)phenyl]-2-(4-pyridinyl)ethyl]phenyl}-N"-cyanoguanidine), ( 100 ), ( 41 ), ClC1=CC(=CC=C1)C(=O)OO (m-chloroperbenzoic acid), 60V. Product: C(C1=CC=CC=C1)NC(=NC#N)NC1=CC=C(C=C1)[C@@H](CC1=CC=[N+](C=C1)[O-])C1=CC(=C(C=C1)OC(F)F)OC(F)F ((R)-4-{2-(4-{[(Benzylamino)(cyanoimino)methyl]amino}phenyl)[3,4-bis(difluoromethoxy)phenyl]ethyl}pyridine-N-oxide). RXN SMILES: [CH2:1]([NH:8][C:9]([NH:13][C:14]1[CH:19]=[CH:18][C:17]([C@H:20]([C:28]2[CH:33]=[CH:32][C:31]([O:34][CH:35]([F:37])[F:36])=[C:30]([O:38][CH:39]([F:41])[F:40])[CH:29]=2)[CH2:21][C:22]2[CH:27]=[CH:26][N:25]=[CH:24][CH:23]=2)=[CH:16][CH:15]=1)=[N:10][C:11]#[N:12])[C:2]1[CH:7]=[CH:6][CH:5]=[CH:4][CH:3]=1.ClC1C=CC=C(C(OO)=[O:50])C=1>>[CH2:1]([NH:8][C:9]([NH:13][C:14]1[CH:19]=[CH:18][C:17]([C@H:20]([C:28]2[CH:33]=[CH:32][C:31]([O:34][CH:35]([F:36])[F:37])=[C:30]([O:38][CH:39]([F:41])[F:40])[CH:29]=2)[CH2:21][C:22]2[CH:23]=[CH:24][N+:25]([O-:50])=[CH:26][CH:27]=2)=[CH:16][CH:15]=1)=[N:10][C:11]#[N:12])[C:2]1[CH:7]=[CH:6][CH:5]=[CH:4][CH:3]=1. Procedure: From the compound of Example 11 (340 mg, 0.62 mmol) and 50% m-chloroperbenzoic acid as a white solid (200 mg). 1Hnmr (300 MHz, CDCl3) δ 3.27 (2H, d, J 8.0 Hz), 4.14 (1H, t, J 7.86 Hz), 4.48 (2H, d, J 5.72 Hz), 5.29 (1H, br), 6.48 (2H, t, J 73.49 Hz), 6.85 (2H, d, J 7.02 Hz), 7.00 (1H, dd, J 2.19, 8.43 Hz), 7.06 (1H, br), 7.12-7.34 (1OH, c), 7.50 (1H, br) and 7.98 (2H, d, J 7.03 Hz). m/z (ESI, 60V) 580 (MH+, 85), 538 (100), 429 (41).